Dataset: the Open Reaction Database (ORD), a public repository of structured organic reaction records. Task: describe an organic reaction: reactants, conditions, products, and yield The reactants are [Cl-], N#CCc1cc(Cl)cc(Cl)c1, CCc1c(Cl)nc(OC)nc1OC, [H-], [NH4+], [Na+], CN(C)C=O. Yields the product CCc1c(OC)nc(OC)nc1C(C#N)c1cc(Cl)cc(Cl)c1. As a reaction SMILES: [Cl-:27].[Cl:14][c:15]1[cH:16][c:17]([CH2:22][C:23]#[N:24])[cH:18][c:19]([Cl:21])[cH:20]1.[Cl:1][c:2]1[n:3][c:4]([O:12][CH3:13])[n:5][c:6]([O:10][CH3:11])[c:7]1[CH2:8][CH3:9].[H-:25].[NH4+:28].[Na+:26].[O:29]=[CH:30][N:31]([CH3:32])[CH3:33]>>[c:2]1([CH:22]([c:17]2[cH:16][c:15]([Cl:14])[cH:20][c:19]([Cl:21])[cH:18]2)[C:23]#[N:24])[n:3][c:4]([O:12][CH3:13])[n:5][c:6]([O:10][CH3:11])[c:7]1[CH2:8][CH3:9]. Reactants: [Si](C)(C)(C)Cl (Me3SiCl), ClC1=CC=C(N)C=C1 (4-chloroaniline), C(OCOC(CC)=O)(=O)Cl (Propanoyloxymethyl Carbonochloridate). Run in CCOCC (Et2O), CCOCC (Et2O). Run at time 20 minute. Yields the product ClC1=CC=C(C=C1)NC(OCOC(CC)=O)=O (Propanoyloxymethyl 4-Chlorophenylcarbamate). Yield: 58.2%. Reaction SMILES: [Si](Cl)(C)(C)C.[Cl:6][C:7]1[CH:13]=[CH:12][C:10]([NH2:11])=[CH:9][CH:8]=1.[C:14](Cl)(=[O:22])[O:15][CH2:16][O:17][C:18](=[O:21])[CH2:19][CH3:20]>CCOCC>[Cl:6][C:7]1[CH:13]=[CH:12][C:10]([NH:11][C:14](=[O:22])[O:15][CH2:16][O:17][C:18](=[O:21])[CH2:19][CH3:20])=[CH:9][CH:8]=1. Procedure: Me3SiCl (2.3 mL, 18 mmol) is added to 4-chloroaniline (4.6 g, 36 mmol) in Et2O (50 mL) at room temperature with stirring during 20 min. Following an additional 30 min Stirring 7c (4.05 g, purity 90%, 22 mmol) in Et2O (30 mL) is slowly (1 h) added. The stirring is continued overnight. The precipitate is filtered off and the filtrate extracted with ice-cold 0.1N HCl (50 mL), H2O (3×50 mL), dried (MgSO4) and evaporated. The residue (4.9 g) is extracted with hexane (50 mL) to leave 3.3 g (71%) of th... Starting materials: C(C)OC(=O)C1(CCN(CC1)S(=O)(=O)C1=C(C=CC=C1)Cl)CCOC (1-(2-chloro-benzenesulfonyl)-4-(2-methoxy-ethyl)-piperidine-4-carboxylic acid ethyl ester), [Cl-].C[Al+]C (dimethylaluminium chloride), C(C)C1=CC=C(N)C=C1 (4-ethylaniline). Solvent: CCCCCCC (heptane). Product: ClC1=C(C=CC=C1)S(=O)(=O)N1CCC2(CCN(C2=O)C2=CC=C(C=C2)CC)CC1 (8-(2-chloro-benzenesulfonyl)-2-(4-ethyl-phenyl)-2,8-diaza-spiro[4.5]decan-1-one). Isolated yield 30.6%. As a reaction SMILES: C([O:3][C:4]([C:6]1([CH2:22][CH2:23]OC)[CH2:11][CH2:10][N:9]([S:12]([C:15]2[CH:20]=[CH:19][CH:18]=[CH:17][C:16]=2[Cl:21])(=[O:14])=[O:13])[CH2:8][CH2:7]1)=O)C.[Cl-].C[Al+]C.[CH2:30]([C:32]1[CH:38]=[CH:37][C:35]([NH2:36])=[CH:34][CH:33]=1)[CH3:31]>CCCCCCC>[Cl:21][C:16]1[CH:17]=[CH:18][CH:19]=[CH:20][C:15]=1[S:12]([N:9]1[CH2:10][CH2:11][C:6]2([C:4](=[O:3])[N:36]([C:35]3[CH:37]=[CH:38][C:32]([CH2:30][CH3:31])=[CH:33][CH:34]=3)[CH2:23][CH2:22]2)[CH2:7][CH2:8]1)(=[O:14])=[O:13] |f:1.2|. Procedure: This material was prepared in analogy to example 1 step D) from 1-(2-chloro-benzenesulfonyl)-4-(2-methoxy-ethyl)-piperidine-4-carboxylic acid ethyl ester (0.2 g), dimethylaluminium chloride in heptane (1.0 molar, 0.7 ml) and 4-ethylaniline (0.093 g) to give the desired 8-(2-chloro-benzenesulfonyl)-2-(4-ethyl-phenyl)-2,8-diaza-spiro[4.5]decan-1-one (0.068 g) as a light-brown solid. MS (ESI): 433.136 (MH+). Reactants: CC1=C(C=CC=C1)N1C=CC=2C(=NC=3C(=CC=CC3C21)C)Cl (1-(2-methylphenyl)4 -chloro-6-methylpyrrolo[3,2-c]quinoline), NCCCCO (4-aminobutanol). Product: Cl.CC1=C(C=CC=C1)N1C=CC=2C(=NC=3C(=CC=CC3C21)C)NCCCCO (1-(2-methylphenyl)-4-(4-hydroxybutylamino)-6-methylpyrrolo[3,2-c]quinolinehydrochloride). The yield is 62.0%. RXN SMILES: [CH3:1][C:2]1[CH:7]=[CH:6][CH:5]=[CH:4][C:3]=1[N:8]1[C:20]2[C:19]3[CH:18]=[CH:17][CH:16]=[C:15]([CH3:21])[C:14]=3[N:13]=[C:12]([Cl:22])[C:11]=2[CH:10]=[CH:9]1.[NH2:23][CH2:24][CH2:25][CH2:26][CH2:27][OH:28]>>[ClH:22].[CH3:1][C:2]1[CH:7]=[CH:6][CH:5]=[CH:4][C:3]=1[N:8]1[C:20]2[C:19]3[CH:18]=[CH:17][CH:16]=[C:15]([CH3:21])[C:14]=3[N:13]=[C:12]([NH:23][CH2:24][CH2:25][CH2:26][CH2:27][OH:28])[C:11]=2[CH:10]=[CH:9]1 |f:2.3|. Procedure details: 1-(2-methylphenyl)4 -chloro-6-methylpyrrolo[3,2-c]quinoline (1.0 g, 3,26 mmol) was dissolved in 4-aminobutanol (3.0 g) and stirred for 6 hoursat 170°. Chromatography (silica gel, 2% methanolic ammonia in dichloromethane), conversion to the hydrochloride and recrystallisation from ethanol/ether gave 1-(2-methylphenyl)-4-(4-hydroxybutylamino)-6-methylpyrrolo[3,2-c]quinolinehydrochloride (0.8 g), m.p. 176°-178°.